describe an organic reaction: reactants, conditions, products, and yield From a dataset of the Open Reaction Database (ORD), a public repository of structured organic reaction records. Reactants: Cl, O=N[O-], O=Nn1c(=O)cc[nH]c1=O, C=C(C)Cn1c(N)cc(=O)n(C)c1=O, [Na+], [Na+], [Na+], O, O=S([O-])S(=O)[O-]. Yields the product C=C(C)Cn1c(N)c(N)c(=O)n(C)c1=O. Reaction SMILES: [ClH:15].[N:16]([O-:17])=[O:18].[N:20]([n:21]1[c:22](=[O:23])[cH:24][cH:25][nH:26][c:27]1=[O:28])=[O:29].[NH2:1][c:2]1[cH:3][c:4](=[O:14])[n:5]([CH3:13])[c:6](=[O:12])[n:7]1[CH2:8][C:9](=[CH2:10])[CH3:11].[Na+:19].[Na+:36].[Na+:37].[OH2:38].[S:30]([S:31]([O-:32])=[O:33])([O-:34])=[O:35]>>[NH2:1][c:2]1[c:3]([NH2:16])[c:4](=[O:14])[n:5]([CH3:13])[c:6](=[O:12])[n:7]1[CH2:8][C:9](=[CH2:10])[CH3:11]. Reactants: CC(=O)O, CN(C)CCCSc1ncc(C(=O)c2ccc(Cl)cc2)n1C, [Na+], [OH-], O, OO. RXN SMILES: [CH3:28][C:29](=[O:30])[OH:31].[Cl:1][c:2]1[cH:3][cH:4][c:5]([C:8](=[O:9])[c:10]2[n:11]([CH3:22])[c:12]([S:15][CH2:16][CH2:17][CH2:18][N:19]([CH3:20])[CH3:21])[n:13][cH:14]2)[cH:6][cH:7]1.[Na+:27].[OH-:26].[OH2:25].[OH:23][OH:24]>>[Cl:1][c:2]1[cH:3][cH:4][c:5]([C:8](=[O:9])[c:10]2[n:11]([CH3:22])[c:12]([S:15]([CH2:16][CH2:17][CH2:18][N:19]([CH3:20])[CH3:21])=[O:23])[n:13][cH:14]2)[cH:6][cH:7]1. The product is CN(C)CCCS(=O)c1ncc(C(=O)c2ccc(Cl)cc2)n1C. The reactants are ClC1=CC=C(C=C1)NC(C(C(=O)OCC)=S(=O)(C)C)=O (ethyl 3-[(4-chlorophenyl)amino]-2-(dimethyloxosulfuranylidene)-3-oxopropanoate), Compound 205, BrBr (bromine). Solvent: C(Cl)(Cl)Cl (chloroform), C(Cl)(Cl)Cl (chloroform). Run at time 20 minute. Product: ClC1=CC=C(C=C1)NC(C(C(=O)OCC)Br)=O (ethyl 3-[(4-chlorophenyl)amino]-2-bromo-3-oxopropanoate). Yield: 20.0%. As a reaction SMILES: [Cl:1][C:2]1[CH:7]=[CH:6][C:5]([NH:8][C:9](=[O:20])[C:10](=S(C)(C)=O)[C:11]([O:13][CH2:14][CH3:15])=[O:12])=[CH:4][CH:3]=1.[Br:21]Br>C(Cl)(Cl)Cl>[Cl:1][C:2]1[CH:7]=[CH:6][C:5]([NH:8][C:9](=[O:20])[CH:10]([Br:21])[C:11]([O:13][CH2:14][CH3:15])=[O:12])=[CH:4][CH:3]=1. Procedure: To a stirred solution of 2.73 grams (0.01 mole) of ethyl 3-[(4-chlorophenyl)amino]-2-(dimethyloxosulfuranylidene)-3-oxopropanoate prepared in Example XLVII (Compound 205) in 35 milliliters of chloroform was added a solution of 1.37 grams (0.01 mole) of bromine in 35 milliliters of chloroform, dropwise, at ambient temperature. The mixture became dark orange and showed a slight exothermic effect during the feed period. Stirring was continued for 20 minutes, at which time the solution was a clear l... Reactants: N=1C=CC=C(C1)C2N(C)CCC2, [Zn].O=S(O)C(F)F. The reagents and catalysts are O=C(O)C(F)(F)F, OOC(C)(C)C. Run in O, ClCCl. Run at temperature 25 celsius, time 18 hour. Product: FC(F)C1=NC=C(C=C1)C2N(C)CCC2. The yield is 36.0%.